This data is from the Open Reaction Database (ORD), a public repository of structured organic reaction records. The task is: describe an organic reaction: reactants, conditions, products, and yield The reactants are COC(=O)CNC1CCC2C(NC=3C=CC=C1C23)C2=CC=CC=C2 (5-[N-(methoxycarbonylmethyl)amino]-2-phenyl-1,2,2a,3,4,5-hexahydrobenz[cd]indole). Reagents/catalysts: [O-2].[O-2].[Mn+4] (manganese dioxide). Solvent: C(Cl)(Cl)Cl (chloroform). Yields the product COC(=O)CNC1CCC2=C(NC=3C=CC=C1C23)C2=CC=CC=C2 (5-[N-(methoxycarbonylmethyl)amino]-2-phenyl-1,3,4,5-tetrahydrobenz[cd]indole). The yield is 53.1%. As a reaction SMILES: [CH3:1][O:2][C:3]([CH2:5][NH:6][CH:7]1[C:17]2[C:18]3[CH:10]([CH:11]([C:19]4[CH:24]=[CH:23][CH:22]=[CH:21][CH:20]=4)[NH:12][C:13]=3[CH:14]=[CH:15][CH:16]=2)[CH2:9][CH2:8]1)=[O:4]>C(Cl)(Cl)Cl.[O-2].[O-2].[Mn+4]>[CH3:1][O:2][C:3]([CH2:5][NH:6][CH:7]1[C:17]2[C:18]3[C:10](=[C:11]([C:19]4[CH:20]=[CH:21][CH:22]=[CH:23][CH:24]=4)[NH:12][C:13]=3[CH:14]=[CH:15][CH:16]=2)[CH2:9][CH2:8]1)=[O:4] |f:2.3.4|. Procedure: A portion (360 mg) of the compound obtained in Example 146 was dissolved in chloroform (60 ml) and to the solution was added active manganese dioxide (1.44 g). The mixture was heated to reflux for 2 hours. The manganese dioxide was filtered off and the filtrate was washed with a methylene chloride/methanol mixed solvent and concentrated under reduced pressure. The residue was purified by silica gel column chromatography (hexane/ethyl acetate=6:1) to yield 190 mg (53%) of the titled compound. The reactants are [H-].[Na+] (sodium hydride), C(C)(C)(C)OC(N[C@@H]1C[C@@H](C1)O)=O (tert-Butyl(cis-3-hydroxycyclobutyl)carbamate), C(C1=CC=CC=C1)Br (benzyl bromide). The solvent is C1CCOC1 (THF). Reaction conditions: temperature 0 celsius, time 30 minute. Yields the product C(C)(C)(C)OC(N[C@@H]1C[C@@H](C1)OCC1=CC=CC=C1)=O ((cis-3-Benzyloxycyclobutyl)carbamic acid tert-butyl ester). Yield: 80.9%. Reaction SMILES: [C:1]([O:5][C:6](=[O:13])[NH:7][C@H:8]1[CH2:11][C@@H:10]([OH:12])[CH2:9]1)([CH3:4])([CH3:3])[CH3:2].[H-].[Na+].[CH2:16](Br)[C:17]1[CH:22]=[CH:21][CH:20]=[CH:19][CH:18]=1>C1COCC1>[C:1]([O:5][C:6](=[O:13])[NH:7][C@H:8]1[CH2:11][C@@H:10]([O:12][CH2:16][C:17]2[CH:22]=[CH:21][CH:20]=[CH:19][CH:18]=2)[CH2:9]1)([CH3:4])([CH3:2])[CH3:3] |f:1.2|. Procedure: tert-Butyl(cis-3-hydroxycyclobutyl)carbamate (2.0 g, 10.7 mmol) was dissolved in dry THF (50 mL) under nitrogen atmosphere, and the solution cooled to 0° C. To this clear solution, sodium hydride (60% dispersion in oil, 0.428 g, 10.7 mmol) was added portion wise (evolution of H2 observed). The mixture was stirred at rt for 30 min then benzyl bromide (1.91 mL, 16.04 mmol) added dropwise and the resulting yellow suspension stirred at rt for 16 h. The reaction was quenched with sat aq. NH4Cl soluti...